describe an organic reaction: reactants, conditions, products, and yield From a dataset of the Open Reaction Database (ORD), a public repository of structured organic reaction records. The reactants are CO (methanol), CS(=O)(=O)C1=CC(=CC(=C1)[N+](=O)[O-])OC (1-methanesulfonyl-3-methoxy-5-nitro-benzene), [Cl-].[NH4+] (ammonium chloride). Reagents/catalysts: [Zn] (zinc). Run in O (water), O (water). Conditions: time 30 minute. Product: CS(=O)(=O)C1(CC=CC(=C1)OC)N (1-methanesulfonyl-5-methoxy-phenylamine). Isolated yield 75.9%. Reaction SMILES: [CH3:1][S:2]([C:5]1[CH:10]=[C:9]([N+]([O-])=O)[CH:8]=[C:7]([O:14][CH3:15])[CH:6]=1)(=[O:4])=[O:3].[Cl-].[NH4+:17].CO>[Zn].O>[CH3:1][S:2]([C:5]1([NH2:17])[CH:6]=[C:7]([O:14][CH3:15])[CH:8]=[CH:9][CH2:10]1)(=[O:4])=[O:3] |f:1.2|. Procedure details: To a mixture of 1-methanesulfonyl-3-methoxy-5-nitro-benzene (1.5 g, 6.48 mmol), zinc dust (4.3 g, 64.87 mmol), and ammonium chloride (5.2 g, 97.31 mmol) were added methanol (20.32 mL) and water (9.9 mL) at room temperature. After addition of water, the reaction was exothermic. The suspension was stirred for 30 min and the reaction mixture was filtered through the Celite. The filter cake was washed with water and methanol. The filtrate was concentrated to remove methanol and the residue was extra... Starting materials: [Cl-].[NH4+] (ammonium chloride), C(CCC)[Sn](CCCC)(CCCC)Cl (Tri-n-butyl tin chloride), [Si](C)(C)(C(C)(C)C)OC[C@H]1O[C@H]([C@H]2[C@@H]1OC(O2)(C)C)N2C1=NC=NC(=C1N=C2)Cl (9-[(3aR,4R,6R,6aR)-6-({[tert-butyl(dimethyl)silyl]oxy}methyl)-2,2-dimethyltetrahydrofuro[3,4-d][1,3]dioxol-4-yl]-6-chloro-9H-purine), CC1(NC(CCC1)(C)C)C (2,2,6,6-tetramethylpiperidine), C(CCC)[Li] (n-butyllithium), C(O)([O-])=O.[Na+] (sodium hydrogen carbonate). The solvent is O (water), O1CCCC1 (tetrahydrofuran), O1CCCC1 (tetrahydrofuran). Conditions: temperature -70 celsius, time 30 minute. Product: [Si](C)(C)(C(C)(C)C)OC[C@H]1O[C@H]([C@H]2[C@@H]1OC(O2)(C)C)N2C1=NC(=NC(=C1N=C2)Cl)[Sn](CCCC)(CCCC)CCCC (9-[(3aR,4R,6R,6aR)-6-({[tert-Butyl(dimethyl)silyl]oxy}methyl)-2,2-dimethyltetrahydrofuro[3,4-d][1,3]dioxol-4-yl]-6-chloro-2-(tributylstannyl)-9H-purine). Yield: 71.2%. As a reaction SMILES: CC1(C)CCCC(C)(C)N1.C([Li])CCC.[Si:16]([O:23][CH2:24][C@@H:25]1[C@H:29]2[O:30][C:31]([CH3:34])([CH3:33])[O:32][C@H:28]2[C@H:27]([N:35]2[CH:43]=[N:42][C:41]3[C:36]2=[N:37][CH:38]=[N:39][C:40]=3[Cl:44])[O:26]1)([C:19]([CH3:22])([CH3:21])[CH3:20])([CH3:18])[CH3:17].[CH2:45]([Sn:49](Cl)([CH2:54][CH2:55][CH2:56][CH3:57])[CH2:50][CH2:51][CH2:52][CH3:53])[CH2:46][CH2:47][CH3:48].[Cl-].[NH4+].C(=O)([O-])O.[Na+]>O1CCCC1.O>[Si:16]([O:23][CH2:24][C@@H:25]1[C@H:29]2[O:30][C:31]([CH3:34])([CH3:33])[O:32][C@H:28]2[C@H:27]([N:35]2[CH:43]=[N:42][C:41]3[C:36]2=[N:37][C:38]([Sn:49]([CH2:50][CH2:51][CH2:52][CH3:53])([CH2:54][CH2:55][CH2:56][CH3:57])[CH2:45][CH2:46][CH2:47][CH3:48])=[N:39][C:40]=3[Cl:44])[O:26]1)([C:19]([CH3:22])([CH3:21])[CH3:20])([CH3:17])[CH3:18] |f:4.5,6.7|. Procedure: A solution of 2,2,6,6-tetramethylpiperidine (17.6 g, 125 mmol) in dry tetrahydrofuran (350 ml) was cooled to −50° C., under an atmosphere of nitrogen gas, and treated with n-butyllithium (78 ml, 1.6M solution in hexanes, 125 mmol) over 15 minutes. The reaction mixture was then cooled to −70° C. and a solution of 9-[(3aR,4R,6R,6aR)-6-({[tert-butyl(dimethyl)silyl]oxy}methyl)-2,2-dimethyltetrahydrofuro[3,4-d][1,3]dioxol-4-yl]-6-chloro-9H-purine (Bioorg. Med. Chem. Lett., 8, 695-698, (1998)) (11.0 g... Starting materials: NC(=O)OCC1c2c(O)cc(C=O)cc2N2CC3NC3C1(O)O2, CS(=O)(=O)Cl, c1ccncc1. RXN SMILES: [C:1]([NH2:2])([O:3][CH2:4][CH:5]1[c:6]2[c:7]([OH:22])[cH:8][c:9]([CH:20]=[O:21])[cH:10][c:11]2[N:12]2[CH2:13][CH:14]3[NH:15][CH:16]3[C:17]1([OH:19])[O:18]2)=[O:23].[S:24](=[O:25])(=[O:26])([CH3:27])[Cl:28].[cH:29]1[cH:30][cH:31][n:32][cH:33][cH:34]1>>[C:1]([NH2:2])([O:3][CH2:4][CH:5]1[c:6]2[c:7]([OH:22])[cH:8][c:9]([CH:20]=[O:21])[cH:10][c:11]2[N:12]2[CH2:13][CH:14]3[N:15]([S:24](=[O:25])(=[O:26])[CH3:27])[CH:16]3[C:17]1([OH:19])[O:18]2)=[O:23]. Yields the product CS(=O)(=O)N1C2CN3OC(O)(C(COC(N)=O)c4c(O)cc(C=O)cc43)C21. Reactants: C(C)C1N(C=2C=CC=CC2C2=CC(=CC=C12)C)S(=O)(=O)C1=CC=C(C=C1)OC (6-ethyl-5-[(4-methoxyphenyl)sulfonyl]-9-methyl-5,6-dihydrophenanthridine), B(Cl)(Cl)Cl (boron trichloride), ClCCl (dichloromethane). Reagents/catalysts: [I-].C(CCC)[N+](CCCC)(CCCC)CCCC (tetrabutylammonium iodide). The product is C(C)C1N(C=2C=CC=CC2C2=CC(=CC=C12)C)S(=O)(=O)C1=CC=C(C=C1)O (4-[(6-ethyl-9-methylphenanthridin-5(6H)-yl)sulfonyl]phenol). The yield is 35.7%. Reaction SMILES: [CH2:1]([CH:3]1[C:16]2[C:11](=[CH:12][C:13]([CH3:17])=[CH:14][CH:15]=2)[C:10]2[CH:9]=[CH:8][CH:7]=[CH:6][C:5]=2[N:4]1[S:18]([C:21]1[CH:26]=[CH:25][C:24]([O:27]C)=[CH:23][CH:22]=1)(=[O:20])=[O:19])[CH3:2].B(Cl)(Cl)Cl.ClCCl>[I-].C([N+](CCCC)(CCCC)CCCC)CCC>[CH2:1]([CH:3]1[C:16]2[C:11](=[CH:12][C:13]([CH3:17])=[CH:14][CH:15]=2)[C:10]2[CH:9]=[CH:8][CH:7]=[CH:6][C:5]=2[N:4]1[S:18]([C:21]1[CH:22]=[CH:23][C:24]([OH:27])=[CH:25][CH:26]=1)(=[O:20])=[O:19])[CH3:2] |f:3.4|. Reported procedure: The title compound was prepared from 6-ethyl-5-[(4-methoxyphenyl)sulfonyl]-9-methyl-5,6-dihydrophenanthridine (0.67 g, 1.7 mmol), tetrabutylammonium iodide (1.5 g, 4.1 mmol), and 1 M boron trichloride in dichloromethane (11.9 mL, 11.9 mmol) according to the procedure and in the same manner as described in Example 35, Step b. The crude product was purified by flash column chromatography on silica gel, eluting with a mixture of ethyl acetate-hexane (3:7 to 1:1 gradient), followed by trituration fr... The reactants are [Al+3], C1CCOC1, CCOC(C)=O, Cl, [H-], [H-], [H-], [H-], [Li+], COC(=O)CCc1ccc(C(=C2CC(C)(C)CC(C)(C)C2)c2ccc(O)cc2)cc1. The product is CC1(C)CC(=C(c2ccc(O)cc2)c2ccc(CCCO)cc2)CC(C)(C)C1. RXN SMILES: [Al+3:32].[CH2:44]1[O:45][CH2:46][CH2:47][CH2:48]1.[CH3:37][CH2:38][O:39][C:40]([CH3:41])=[O:42].[ClH:43].[H-:31].[H-:34].[H-:35].[H-:36].[Li+:33].[OH:1][c:2]1[cH:3][cH:4][c:5]([C:8]([c:9]2[cH:10][cH:11][c:12]([CH2:15][CH2:16][C:17](=[O:18])[O:19][CH3:20])[cH:13][cH:14]2)=[C:21]2[CH2:22][C:23]([CH3:29])([CH3:30])[CH2:24][C:25]([CH3:27])([CH3:28])[CH2:26]2)[cH:6][cH:7]1>>[OH:1][c:2]1[cH:3][cH:4][c:5]([C:8]([c:9]2[cH:10][cH:11][c:12]([CH2:15][CH2:16][CH2:17][OH:18])[cH:13][cH:14]2)=[C:21]2[CH2:22][C:23]([CH3:29])([CH3:30])[CH2:24][C:25]([CH3:27])([CH3:28])[CH2:26]2)[cH:6][cH:7]1.